From a dataset of the Open Reaction Database (ORD), a public repository of structured organic reaction records. describe an organic reaction: reactants, conditions, products, and yield Starting materials: ClC(C(C)=O)C(C)=O (3-chloropentane-2,4-dione), ( i ), NC(=O)N (urea). The solvent is C(C)O (ethanol), Cl (hydrochloric acid). Run at temperature -10 celsius. Product: Cl.OC1=NC(=C(C(=N1)C)Cl)C (2-hydroxy-5-chloro-4,6-dimethylpyrimidine hydrochloride). As a reaction SMILES: [Cl:1][CH:2]([C:6](=O)[CH3:7])[C:3](=O)[CH3:4].[NH2:9][C:10]([NH2:12])=[O:11]>C(O)C.Cl>[ClH:1].[OH:11][C:10]1[N:12]=[C:6]([CH3:7])[C:2]([Cl:1])=[C:3]([CH3:4])[N:9]=1 |f:4.5|. Procedure: A solution of 134.5 g (1 mole) of the 3-chloropentane-2,4-dione prepared as in (i) and 75 g (1.25 moles) of urea in 800 ml of ethanol and 100 ml of concentrated hydrochloric acid was heated for 10 hours under reflux. It was then cooled to -10° C., whereupon a precipitate formed, which was filtered off and dried. 114 g (58% of theory of 2-hydroxy-5-chloro-4,6-dimethylpyrimidine hydrochloride were obtained in the form of colorless crystals of melting point >210° C. ##STR57## Reactants: NC1=CC=C2C(=N1)NN=C2CN2C(C(=C(C=C2)C(F)(F)F)OC2=CC(=CC(=C2)Cl)Cl)=O (1-[(6-amino-1H-pyrazolo[3,4-b]pyridin-3-yl)methyl]-3-(3,5-dichlorophenoxy)-4-(trifluoromethyl)pyridin-2(1H)-one), O1CCOCC1 (dioxane). Run in CO (methanol), C(Cl)Cl (CH2Cl2), Cl (HCl). Run at time 15 minute. The product is [Cl-].ClC=1C=C(OC=2C(N(C=CC2C(F)(F)F)CC2=NNC3=NC(=CC=C32)[NH3+])=O)C=C(C1)Cl (3-{[3-(3,5-dichlorophenoxy)-2-oxo-4-(trifluoromethyl)pyridin-1(2H)-yl]methyl}-1H-pyrazolo[3,4-b]pyridin-6-aminium chloride). Reaction SMILES: [NH2:1][C:2]1[N:7]=[C:6]2[NH:8][N:9]=[C:10]([CH2:11][N:12]3[CH:17]=[CH:16][C:15]([C:18]([F:21])([F:20])[F:19])=[C:14]([O:22][C:23]4[CH:28]=[C:27]([Cl:29])[CH:26]=[C:25]([Cl:30])[CH:24]=4)[C:13]3=[O:31])[C:5]2=[CH:4][CH:3]=1.O1CCOCC1>CO.C(Cl)Cl.Cl>[Cl-:29].[Cl:29][C:27]1[CH:28]=[C:23]([CH:24]=[C:25]([Cl:30])[CH:26]=1)[O:22][C:14]1[C:13](=[O:31])[N:12]([CH2:11][C:10]2[C:5]3[C:6](=[N:7][C:2]([NH3+:1])=[CH:3][CH:4]=3)[NH:8][N:9]=2)[CH:17]=[CH:16][C:15]=1[C:18]([F:19])([F:20])[F:21] |f:5.6|. Procedure details: 1-[(6-amino-1H-pyrazolo[3,4-b]pyridin-3-yl)methyl]-3-(3,5-dichlorophenoxy)-4-(trifluoromethyl)pyridin-2(1H)-one (0.495 g, 1.05 mmol) was dissolved in a mixture of 20% methanol in CH2Cl2 (25 mL) and 4M HCl in dioxane (0.077 g, 2.10 mmol) was added. After 15 minutes, the reaction mixture was concentrated under reduced pressure and placed under vacuum for 4 hours to afford the title compound as a solid. 1H NMR (DMSO-d6 with NH4OH) δ 7.93 (d, J=7.1 Hz, 1H), 7.58 (d, J=8.7 Hz, 1H), 7.13-7.11 (m, 1H),... Starting materials: C([O-])(O)=O.[Na+] (sodium bicarbonate), CS(=O)(=O)OCC=1C2=C(N=C(N1)C)SC(=C2)C2CCCCC2 ((6-cyclohexyl-2-methylthieno[2,3-d]pyrimidin-4-yl]methyl methanesulfonate), C1(CCCC1)CN (cyclopentylmethylamine), CCN(C(C)C)C(C)C (DIPEA). The solvent is CC#N (CH3CN). Run at time 8 hour. Product: C1(CCCCC1)C1=CC2=C(N=C(N=C2CN(C2CCCC2)C)C)S1 (N-[(6-cyclohexyl-2-methylthieno[2,3-d]pyrimidin-4-yl)methyl]-N-methylcyclopentaneamine). As a reaction SMILES: CS(O[CH2:6][C:7]1[C:8]2[CH:16]=[C:15]([CH:17]3[CH2:22][CH2:21][CH2:20][CH2:19][CH2:18]3)[S:14][C:9]=2[N:10]=[C:11]([CH3:13])[N:12]=1)(=O)=O.[CH:23]1(CN)[CH2:27][CH2:26][CH2:25][CH2:24]1.C[CH2:31][N:32](C(C)C)C(C)C.C(=O)(O)[O-].[Na+]>CC#N>[CH:17]1([C:15]2[S:14][C:9]3[N:10]=[C:11]([CH3:13])[N:12]=[C:7]([CH2:6][N:32]([CH3:31])[CH:23]4[CH2:24][CH2:25][CH2:26][CH2:27]4)[C:8]=3[CH:16]=2)[CH2:22][CH2:21][CH2:20][CH2:19][CH2:18]1 |f:3.4|. Procedure details: To a mixture of (6-cyclohexyl-2-methylthieno[2,3-d]pyrimidin-4-yl]methyl methanesulfonate (150 mg), cyclopentylmethylamine (100 mg), and CH3CN (3 mL) was added DIPEA (200 μL), followed by stirring at room temperature overnight. To the reaction mixture was added saturated aqueous sodium bicarbonate, followed by extraction with EtOAc. The organic layer was washed with brine, dried over MgSO4, and then concentrated under reduced pressure, and the residue was purified by silica gel column (hexane/Et... Reactants: ClC1=C(OCCCCCC2=CC(=NO2)CO)C(=CC(=C1)C=1OCCN1)Cl (5-{5-[2,6-dichloro-4-(4,5-dihydro-2-oxazolyl)phenoxy]pentyl}-3-isoxazolemethanol), C(C)(=O)OCCOCBr (2-acetoxyethoxymethyl bromide), [H-].[Na+] (sodium hydride). The product is C(C)(=O)OCCOCOCC1=NOC(=C1)CCCCCOC1=C(C=C(C=C1Cl)C=1OCCN1)Cl (5-{5-[2,6-Dichloro-4-(4,5-dihydro-2-oxazolyl)phenoxy]-pentyl}-3-isoxazolylmethoxymethoxyethyl acetate), oil. RXN SMILES: [Cl:1][C:2]1[CH:20]=[C:19]([C:21]2[O:22][CH2:23][CH2:24][N:25]=2)[CH:18]=[C:17]([Cl:26])[C:3]=1[O:4][CH2:5][CH2:6][CH2:7][CH2:8][CH2:9][C:10]1[O:14][N:13]=[C:12]([CH2:15][OH:16])[CH:11]=1.[C:27]([O:30][CH2:31][CH2:32][O:33][CH2:34]Br)(=[O:29])[CH3:28].[H-].[Na+]>>[C:27]([O:30][CH2:31][CH2:32][O:33][CH2:34][O:16][CH2:15][C:12]1[CH:11]=[C:10]([CH2:9][CH2:8][CH2:7][CH2:6][CH2:5][O:4][C:3]2[C:2]([Cl:1])=[CH:20][C:19]([C:21]3[O:22][CH2:23][CH2:24][N:25]=3)=[CH:18][C:17]=2[Cl:26])[O:14][N:13]=1)(=[O:29])[CH3:28] |f:2.3|. Reported procedure: 5-{5-[2,6-Dichloro-4-(4,5-dihydro-2-oxazolyl)phenoxy]-pentyl}-3-isoxazolylmethoxymethoxyethyl acetate [XXIV; n=5, R1 and R2 =Cl] was prepared from 4.0 g of 5-{5-[2,6-dichloro-4-(4,5-dihydro-2-oxazolyl)phenoxy]pentyl}-3-isoxazolemethanol (Example 116) and 2.0 g of 2-acetoxyethoxymethyl bromide [CH3COCH2CH2OCH2Br] in the presence of sodium hydride according to the procedure of Example 117, and was obtained in the form of a colorless oil (2.4 g). Reactants: C(C=C)(=O)OCCOS(=O)(=O)C1=CC=C(C=C1)C (2-(toluene-4-sulfonyloxy)ethyl acrylate), CC(C)(C#N)N=NC(C)(C)C#N (AIBN), C(C=C)(=O)OCCCO (3-hydroxypropyl acrylate), C(C(=C)C)(=O)OC (methyl methacrylate). Run in O1CCCC1 (tetrahydrofuran). Run at temperature 67.5 celsius. The product is C(C=C)(=O)OCCOS(=O)(=O)C1=CC=C(C=C1)C.C(C=C)(=O)OCCCO (2-(toluene-4-sulfonyloxy)ethyl acrylate 3-hydroxypropyl acrylate). Yield: 65.0%. As a reaction SMILES: [C:1]([O:5][CH2:6][CH2:7][O:8][S:9]([C:12]1[CH:17]=[CH:16][C:15]([CH3:18])=[CH:14][CH:13]=1)(=[O:11])=[O:10])(=[O:4])[CH:2]=[CH2:3].[C:19]([O:23][CH2:24][CH2:25][CH2:26][OH:27])(=[O:22])[CH:20]=[CH2:21].C(OC)(=O)C(C)=C.CC(N=NC(C#N)(C)C)(C#N)C>O1CCCC1>[C:1]([O:5][CH2:6][CH2:7][O:8][S:9]([C:12]1[CH:17]=[CH:16][C:15]([CH3:18])=[CH:14][CH:13]=1)(=[O:10])=[O:11])(=[O:4])[CH:2]=[CH2:3].[C:19]([O:23][CH2:24][CH2:25][CH2:26][OH:27])(=[O:22])[CH:20]=[CH2:21] |f:5.6|. Procedure details: In a 500 ml round-bottom flask was placed 0.3 mole of 2-(toluene-4-sulfonyloxy)ethyl acrylate, 0.33 mole of 3-hydroxypropyl acrylate, 0.22 mole of methyl methacrylate, 300 g of tetrahydrofuran (THF), and 0.1 g-3 g of AIBN. The reaction mixture was heated at 60-75° C. for 5-20 hours. The product was precipitated in ethyl ether or n-hexane, filtered and dried to provide poly [2-(toluene-4-sulfonyloxy)ethyl acrylate/3-hydroxypropyl acrylate/-methyl methacrylate] represented by the following chemica... Starting materials: C(C)C1=C(C(=CC(=C1)C)CC)C(C(=O)NN)=O (2-(2,6-diethyl-4-methylphenyl)-2-oxoacetohydrazide), C(C1=CC=CC=C1)=O (benzaldehyde). The solvent is C1(=CC=CC=C1)C (toluene). Run at time 2 hour. Product: C(C)C1=C(C(=CC(=C1)C)CC)C(C(=O)NN=CC1=CC=CC=C1)=O (1-[2-(2,6-diethyl-4-methylphenyl)-2-oxoacetyl]-2-(phenylmethylidene)hydrazine). The yield is 96.9%. As a reaction SMILES: [CH2:1]([C:3]1[CH:8]=[C:7]([CH3:9])[CH:6]=[C:5]([CH2:10][CH3:11])[C:4]=1[C:12](=[O:17])[C:13]([NH:15][NH2:16])=[O:14])[CH3:2].[CH:18](=O)[C:19]1[CH:24]=[CH:23][CH:22]=[CH:21][CH:20]=1>C1(C)C=CC=CC=1>[CH2:1]([C:3]1[CH:8]=[C:7]([CH3:9])[CH:6]=[C:5]([CH2:10][CH3:11])[C:4]=1[C:12](=[O:17])[C:13]([NH:15][N:16]=[CH:18][C:19]1[CH:24]=[CH:23][CH:22]=[CH:21][CH:20]=1)=[O:14])[CH3:2]. Procedure: To a 100 mL volume three-necked flask with Dean-Stark, 9.38 g of 2-(2,6-diethyl-4-methylphenyl)-2-oxoacetohydrazide ((12-1)-(11)-39), 32 ml of toluene and 4.51 g of benzaldehyde were added under a nitrogen atmosphere, and the mixture was subjected to azeotropic dehydration under 100 mmHg at 50° C. for 2 hours. The reaction mixture was concentrated under reduced pressure to give 12.51 g of 1-[2-(2,6-diethyl-4-methylphenyl)-2-oxoacetyl]-2-(phenylmethylidene)hydrazine ((40-a)-(14)-6). Starting materials: COC(CCCC=O)=O, CC1=CN=C(C=C1)N, [C-]#[N+]C1CCCCC1. The reagents and catalysts are O=C(O)C(F)(F)F (trifluoroacetic acid). Solvent: CC(C)O (isopropyl alcohol), CC(C)O (isopropylalcohol). Reaction conditions: temperature 22 celsius, time 20 hour. Yields the product Cc1ccc2nc(CCCC(=O)OC)c(NC3CCCCC3)n2c1. Isolated yield 0.0%. Reaction SMILES: CC1=CC=C(N)N=C1.[C-]#[N+]C1CCCCC1.COC(=O)CCCC=O>>COC(=O)CCCC1=C(NC2CCCCC2)N2C=C(C)C=CC2=N1.